The task is: describe an organic reaction: reactants, conditions, products, and yield. This data is from the Open Reaction Database (ORD), a public repository of structured organic reaction records. Reactants: C(C)(C)(C)OC(=O)N1CCC(CC1)OC1=CC(=CC=C1)NC(C1=C(C=C(C=C1)F)Cl)=O (4-[3-(2-chloro-4-fluoro-benzoylamino)-phenoxy]-piperidine-1-carboxylic acid tert-butyl ester), Cl (hydrogen chloride). The solvent is O1CCOCC1 (dioxane), O1CCOCC1 (dioxane). Reaction conditions: time 2 hour. The product is Cl.ClC1=C(C(=O)NC2=CC(=CC=C2)OC2CCNCC2)C=CC(=C1)F (2-Chloro-4-fluoro-N-[3-(piperidin-4-yloxy)-phenyl]-benzamide hydrochloride). Isolated yield 199.2%. RXN SMILES: C(OC([N:8]1[CH2:13][CH2:12][CH:11]([O:14][C:15]2[CH:20]=[CH:19][CH:18]=[C:17]([NH:21][C:22](=[O:31])[C:23]3[CH:28]=[CH:27][C:26]([F:29])=[CH:25][C:24]=3[Cl:30])[CH:16]=2)[CH2:10][CH2:9]1)=O)(C)(C)C.Cl>O1CCOCC1>[ClH:30].[Cl:30][C:24]1[CH:25]=[C:26]([F:29])[CH:27]=[CH:28][C:23]=1[C:22]([NH:21][C:17]1[CH:18]=[CH:19][CH:20]=[C:15]([O:14][CH:11]2[CH2:10][CH2:9][NH:8][CH2:13][CH2:12]2)[CH:16]=1)=[O:31] |f:3.4|. Reported procedure: Combine 4-[3-(2-chloro-4-fluoro-benzoylamino)-phenoxy]-piperidine-1-carboxylic acid tert-butyl ester (preparation 77, 2.99 g, 6.67 mmol), dioxane (30 mL) and a solution of hydrogen chloride in dioxane (4M, 15 mL) and stir at room temperature. After 2 hr., concentrate at reduced pressure to remove the solvent, dry under vacuum to give the title compound as a white solid (2.56 g, 100%): Mass spectrum (ion spray): m/z=349.0 (M+1); Analysis calculated for C18H19Cl2FN2O2.0.25H2O: C, 55.47; H, 5.04; N... Starting materials: C1(CC1)C(=O)Cl (cyclopropylcarbonyl chloride), C(C)S(=O)(=O)Cl (ethanesulfonyl chloride), C(C1=CC=CC=C1)OC1=CC=C(C=C1)C=1C=CC=2N(C1C1CCCCC1)N=CC2N (6-(4-benzyloxy-phenyl)-7-cyclohexyl-pyrazolo[1,5-a]pyridin-3-ylamine), N1=CC=CC=C1 (pyridine), CN(C)C1=NC=CC=C1 (dimethylaminopyridine). Run in C(C)#N (acetonitrile). Run at temperature 60 celsius, time 8 hour. The product is C(C1=CC=CC=C1)OC1=CC=C(C=C1)C=1C=NC=2N(C1C1CCCCC1)N=CC2NC(=O)C2CC2 (cyclopropanecarboxylic acid [6-(4-benzyloxy-phenyl)-7-cyclohexyl-pyrazolo[1,5-a]pyrimidin-3-yl]-amide), C(C1=CC=CC=C1)OC1=CC=C(C=C1)C=1C=NC=2N(C1C1CCCCC1)N=CC2NS(=O)(=O)CC (ethanesulfonic acid [6-(4-benzyloxy-phenyl)-7-cyclohexyl-pyrazolo[1,5-a]pyrimidin-3-yl]-amide). Isolated yield 46.0%. As a reaction SMILES: [CH2:1]([O:8][C:9]1[CH:14]=[CH:13][C:12]([C:15]2C=C[C:18]3[N:19]([N:27]=[CH:28][C:29]=3[NH2:30])[C:20]=2[CH:21]2[CH2:26][CH2:25][CH2:24][CH2:23][CH2:22]2)=[CH:11][CH:10]=1)[C:2]1[CH:7]=[CH:6][CH:5]=[CH:4][CH:3]=1.[N:31]1C=CC=C[CH:32]=1.[CH:37]1([C:40](Cl)=[O:41])[CH2:39][CH2:38]1.[CH2:43]([S:45](Cl)(=[O:47])=[O:46])[CH3:44].[CH3:49][N:50](C1C=CC=CN=1)C>C(#N)C>[CH2:1]([O:8][C:9]1[CH:10]=[CH:11][C:12]([C:15]2[CH:32]=[N:31][C:18]3[N:19]([N:27]=[CH:28][C:29]=3[NH:30][C:40]([CH:37]3[CH2:39][CH2:38]3)=[O:41])[C:20]=2[CH:21]2[CH2:26][CH2:25][CH2:24][CH2:23][CH2:22]2)=[CH:13][CH:14]=1)[C:2]1[CH:3]=[CH:4][CH:5]=[CH:6][CH:7]=1.[CH2:1]([O:8][C:9]1[CH:14]=[CH:13][C:12]([C:15]2[CH:49]=[N:50][C:18]3[N:19]([N:27]=[CH:28][C:29]=3[NH:30][S:45]([CH2:43][CH3:44])(=[O:47])=[O:46])[C:20]=2[CH:21]2[CH2:26][CH2:25][CH2:24][CH2:23][CH2:22]2)=[CH:11][CH:10]=1)[C:2]1[CH:3]=[CH:4][CH:5]=[CH:6][CH:7]=1. Procedure details: To a solution of 30 mg (0.075 mmol) 6-(4-benzyloxy-phenyl)-7-cyclohexyl-pyrazolo[1,5-a]pyridin-3-ylamine in 2 mL of acetonitrile (CH3CN) was added 0.018 mL (0.225 mmol) of pyridine (pyr), followed by 16 mg (0.2 mmol) of cyclopropylcarbonyl chloride or 19 mg (0.15 mmol) of ethanesulfonyl chloride, and 1 mg of dimethylaminopyridine (DMAP) and the resulting mixture was stirred at 60° C. overnight. Since analysis by LC-MS revealed product formation, the reaction mixture was concentrated to give a re...